describe an organic reaction: reactants, conditions, products, and yield From a dataset of the Open Reaction Database (ORD), a public repository of structured organic reaction records. Reactants: COC(=O)c1cc(Cl)cc2c1NC(c1cccc(N3CCN(C)CC3)c1)C(C)(C)C2, CO, Cl, [Na+], C1CCOC1, [OH-], O. The product is CN1CCN(c2cccc(C3Nc4c(cc(Cl)cc4C(=O)O)CC3(C)C)c2)CC1. Reaction SMILES: [CH3:1][O:2][C:3](=[O:4])[c:5]1[cH:6][c:7]([Cl:30])[cH:8][c:9]2[c:14]1[NH:13][CH:12]([c:15]1[cH:16][c:17]([N:21]3[CH2:22][CH2:23][N:24]([CH3:27])[CH2:25][CH2:26]3)[cH:18][cH:19][cH:20]1)[C:11]([CH3:28])([CH3:29])[CH2:10]2.[CH3:34][OH:35].[ClH:33].[Na+:32].[O:36]1[CH2:37][CH2:38][CH2:39][CH2:40]1.[OH-:31].[OH2:41]>>[O:2]=[C:3]([OH:4])[c:5]1[cH:6][c:7]([Cl:30])[cH:8][c:9]2[c:14]1[NH:13][CH:12]([c:15]1[cH:16][c:17]([N:21]3[CH2:22][CH2:23][N:24]([CH3:27])[CH2:25][CH2:26]3)[cH:18][cH:19][cH:20]1)[C:11]([CH3:28])([CH3:29])[CH2:10]2. Starting materials: O=C(CCl)OCc1ccccc1, CCCC[N+](CCCC)(CCCC)CCCC, COC(=O)C1CCCN1, CCN(C(C)C)C(C)C, ClCCl, Cl, [I-]. Yields the product COC(=O)C1CCCN1CC(=O)OCc1ccccc1. As a reaction SMILES: [CH2:1]([c:2]1[cH:3][cH:4][cH:5][cH:6][cH:7]1)[O:8][C:9]([CH2:10][Cl:11])=[O:12].[CH2:36]([N+:37]([CH2:38][CH2:39][CH2:40][CH3:41])([CH2:42][CH2:43][CH2:44][CH3:45])[CH2:46][CH2:47][CH2:48][CH3:49])[CH2:50][CH2:51][CH3:52].[CH3:14][O:15][C:16](=[O:17])[CH:18]1[NH:19][CH2:20][CH2:21][CH2:22]1.[CH:23]([N:24]([CH:25]([CH3:26])[CH3:27])[CH2:28][CH3:29])([CH3:30])[CH3:31].[Cl:32][CH2:33][Cl:34].[ClH:13].[I-:35]>>[CH2:1]([c:2]1[cH:3][cH:4][cH:5][cH:6][cH:7]1)[O:8][C:9]([CH2:10][N:19]1[CH:18]([C:16]([O:15][CH3:14])=[O:17])[CH2:22][CH2:21][CH2:20]1)=[O:12]. Starting materials: C(#N)C1(CCN(CC1)C1=C2C(C(=O)NC2=O)=CC=C1CC(C)O)C1=CC=CC=C1 (3-(4-cyano-4-phenylpiperidin-1-yl)-(2-hydroxypropyl)phthalimide), C(C)N(CC)S(F)(F)F (diethylaminosulfur trifluoride). Run in C1=CC=CC=C1 (benzene). Conditions: temperature 70 celsius. Product: C(#N)C1(CCN(CC1)C1=C2C(C(=O)NC2=O)=CC=C1CC(C)F)C1=CC=CC=C1 (3-(4-Cyano-4-phenylpiperidin-1-yl)(2-fluoropropyl)phthalimide). The yield is 54.4%. Reaction SMILES: [C:1]([C:3]1([C:24]2[CH:29]=[CH:28][CH:27]=[CH:26][CH:25]=2)[CH2:8][CH2:7][N:6]([C:9]2[C:19]([CH2:20][CH:21](O)[CH3:22])=[CH:18][CH:17]=[C:11]3[C:12]([NH:14][C:15](=[O:16])[C:10]=23)=[O:13])[CH2:5][CH2:4]1)#[N:2].C(N(S(F)(F)[F:36])CC)C>C1C=CC=CC=1>[C:1]([C:3]1([C:24]2[CH:29]=[CH:28][CH:27]=[CH:26][CH:25]=2)[CH2:8][CH2:7][N:6]([C:9]2[C:19]([CH2:20][CH:21]([F:36])[CH3:22])=[CH:18][CH:17]=[C:11]3[C:12]([NH:14][C:15](=[O:16])[C:10]=23)=[O:13])[CH2:5][CH2:4]1)#[N:2]. Procedure details: A mixture of 3-(4-cyano-4-phenylpiperidin-1-yl)-(2-hydroxypropyl)phthalimide (2.60 g, 6.1 mmol) and diethylaminosulfur trifluoride (DAST, 1.96 g, 12.2 mmol) in benzene (100 mL) was stirred and heated at 70° C. under argon atmosphere for 24 h. The solvent was evaporated under reduced pressure and the residue was purified by column chromatography on silica gel using chloroform-methanol-2M ammonia in methanol (1000/28/14) as the eluent, to obtain the desired product as a viscous oil (1.30 g, 50%). The reactants are CC(=O)Nc1cccc(C(=O)O)c1, [Cl-], Clc1ccc(CCN2CCNCC2)cc1, O=S(Cl)Cl. Yields the product CC(=O)Nc1cccc(C(=O)N2CCN(CCc3ccc(Cl)cc3)CC2)c1. RXN SMILES: [C:1]([CH3:2])(=[O:3])[NH:4][c:5]1[cH:6][c:7]([C:8](=[O:9])[OH:10])[cH:11][cH:12][cH:13]1.[Cl-:18].[Cl:19][c:20]1[cH:21][cH:22][c:23]([CH2:26][CH2:27][N:28]2[CH2:29][CH2:30][NH:31][CH2:32][CH2:33]2)[cH:24][cH:25]1.[S:14]([Cl:15])([Cl:16])=[O:17]>>[C:1]([CH3:2])(=[O:3])[NH:4][c:5]1[cH:6][c:7]([C:8](=[O:10])[N:31]2[CH2:30][CH2:29][N:28]([CH2:27][CH2:26][c:23]3[cH:22][cH:21][c:20]([Cl:19])[cH:25][cH:24]3)[CH2:33][CH2:32]2)[cH:11][cH:12][cH:13]1. The reactants are C(C1=CC=CC=C1)O[C@@H](C)CCCCCCC=C ((S)-2-benzyloxydec-9-ene), O (water), C(C)(C)(C)O (tert-butanol), alkene, S(=O)([O-])OS(=O)[O-].[Na+].[Na+] (sodium disulfite). Run in CCCCCC (hexane), C(C)(=O)OCC (ethyl acetate). Conditions: temperature -10 celsius, time 40 hour. Yields the product C(C1=CC=CC=C1)O[C@H](CCCCCC[C@H](CO)O)C ((2R,9S)-9-benzyloxydecan-1,2-diol). Isolated yield 62.0%. As a reaction SMILES: [CH2:1]([O:8][C@H:9]([CH2:11][CH2:12][CH2:13][CH2:14][CH2:15]CC=C)[CH3:10])[C:2]1[CH:7]=[CH:6][CH:5]=[CH:4][CH:3]=1.O.[C:20]([OH:24])([CH3:23])([CH3:22])C.S(OS([O-])=O)([O-])=[O:26].[Na+].[Na+]>CCCCCC.C(OCC)(=O)C>[CH2:1]([O:8][C@@H:9]([CH3:10])[CH2:11][CH2:12][CH2:13][CH2:14][CH2:15][CH2:22][C@@H:20]([OH:24])[CH2:23][OH:26])[C:2]1[CH:7]=[CH:6][CH:5]=[CH:4][CH:3]=1 |f:3.4.5|. Reported procedure: A vigorously stirred solution of 6.0 g (24.3 mmol) (S)-2-benzyloxydec-9-ene in 300 ml of a 1:1 mixture of water and tert-butanol was cooled to −10° C. After addition of 29.2 g AD-Mix β (i.e. 1.2 g per mmol alkene) the mixture was stirred at 4° C. for 40 h. Subsequently, 30.0 g (158 mmol) sodium disulfite were added, and the mixture was stirred at 20° C. for another hour. The brownish suspension was extracted three times with 250 ml ethyl acetate. The organic layers were combined, dried over magn... Isolated yield 90.1%. As a reaction SMILES: [CH2:1]([O:3][C:4](=[O:25])[C:5]1[CH:10]=[CH:9][C:8]([NH:11][C:12]2[CH:13]=[C:14]3[C:18](=[CH:19][CH:20]=2)[C:17]([CH3:22])([CH3:21])[O:16][C:15]3([CH3:24])[CH3:23])=[CH:7][CH:6]=1)[CH3:2].C([BH3-])#N.[Na+].[CH:30](=O)[CH2:31][CH3:32]>C(O)(=O)C.O1CCCC1>[CH2:1]([O:3][C:4](=[O:25])[C:5]1[CH:6]=[CH:7][C:8]([N:11]([CH2:30][CH2:31][CH3:32])[C:12]2[CH:13]=[C:14]3[C:18](=[CH:19][CH:20]=2)[C:17]([CH3:22])([CH3:21])[O:16][C:15]3([CH3:24])[CH3:23])=[CH:9][CH:10]=1)[CH3:2] |f:1.2|. Product: C(C)OC(C1=CC=C(C=C1)N(C=1C=C2C(OC(C2=CC1)(C)C)(C)C)CCC)=O (4-[n-Propyl-(1,1,3,3-tetramethyl-1,3-dihydro-isobenzofuran-5-yl)-amino]-benzoic acid ethyl ester). Procedure: Following general procedure Q and using 4-[(1,1,3,3-tetramethyl-1,3-dihydro-isobenzofuran-5-yl)-amino]-benzoic acid ethyl ester (Compound 79, 0.2 g, 0.64 mmol), sodiumcyanoborohydride (0,121 g, 1.92 mmol) and propionaldehyde (1 mL, 13.7 mmol) in 5 mL of acetic acid and 5 mL of tetrahydrofuran, the title compound (0.22 g, 90%) was obtained as a white solid. 1H NMR (300 MHz, CDCl3): δ 7.85 (d, 2H, J=9.0 Hz), 7.08 (s, 2H), 6.90 (s, 1H), 6.67 (d, 2H, J=8.9 Hz), 4.31 (q, 2H, J=7.1 Hz), 3.66 (t, 2H, J... The reactants are C(C)OC(C1=CC=C(C=C1)NC=1C=C2C(OC(C2=CC1)(C)C)(C)C)=O (4-[(1,1,3,3-tetramethyl-1,3-dihydro-isobenzofuran-5-yl)-amino]-benzoic acid ethyl ester), C(CC)=O (propionaldehyde), C(C)OC(C1=CC=C(C=C1)NC=1C=C2C(OC(C2=CC1)(C)C)(C)C)=O (4-[(1,1,3,3-tetramethyl-1,3-dihydro-isobenzofuran-5-yl)-amino]-benzoic acid ethyl ester), C(#N)[BH3-].[Na+] (sodiumcyanoborohydride). Run in C(C)(=O)O (acetic acid), O1CCCC1 (tetrahydrofuran). The reactants are C1CCC(CC1)N=C=NC2CCCCC2 (DCC), N([C@H](CCC(O)=O)C(=O)OCC1=CC=CC=C1)C(=O)OCC1=CC=CC=C1 (Z-D-Glu-OBzl), ON1N=NC2=C1C=CC=C2 (1-hydroxybenzotriazole), C(C)(C)(C)N (tert.-butylamine). Solvent: O1CCCC1 (tetrahydrofurane). Run at temperature 0 celsius, time 8 hour. Product: N([C@H](CCC(NC(C)(C)C)=O)C(=O)OCC1=CC=CC=C1)C(=O)OCC1=CC=CC=C1 (Z-D-Gln(But)-OBzl). RXN SMILES: [NH:1]([C:18]([O:20][CH2:21][C:22]1[CH:27]=[CH:26][CH:25]=[CH:24][CH:23]=1)=[O:19])[C@@H:2]([C:8]([O:10][CH2:11][C:12]1[CH:17]=[CH:16][CH:15]=[CH:14][CH:13]=1)=[O:9])[CH2:3][CH2:4][C:5](=[O:7])O.ON1C2C=CC=CC=2N=N1.[C:38]([NH2:42])([CH3:41])([CH3:40])[CH3:39].C1CCC(N=C=NC2CCCCC2)CC1>O1CCCC1>[NH:1]([C:18]([O:20][CH2:21][C:22]1[CH:27]=[CH:26][CH:25]=[CH:24][CH:23]=1)=[O:19])[C@@H:2]([C:8]([O:10][CH2:11][C:12]1[CH:17]=[CH:16][CH:15]=[CH:14][CH:13]=1)=[O:9])[CH2:3][CH2:4][C:5](=[O:7])[NH:42][C:38]([CH3:41])([CH3:40])[CH3:39]. Procedure details: To a solution of 9.9 grams of Z-D-Glu-OBzl and 3.6 grams of 1-hydroxybenzotriazole in 50 ml of absolute tetrahydrofurane are added 1.96 grams of tert.-butylamine and at 0° C. 5.86 grams of DCC. The mixture is stirred for 2 hours at 0° C. and overnight at room temperature. The next day the precipitate is filtered off with suction and the filtrate is concentrated. The residue is dissolved in ethyl acetate and the solution is washed in succession with a saturated solution of sodium bicarbonate, 2n-...